From a dataset of the Open Reaction Database (ORD), a public repository of structured organic reaction records. describe an organic reaction: reactants, conditions, products, and yield Procedure details: This compound was prepared according to general method D from methyl 2-(4-(4-isopropylphenyl)-6-methyl-2-phenylpyrimidin-5-yl)pentanoate (0.074 g; 0.184 mmol), sodium hydroxide 10N (0.184 mL; 1.84 mmol) in methanol (2 mL) to afford 0.060 g (83%) of the title compound as a white solid. The yield is 83.9%. Solvent: CO (methanol). The product is C(C)(C)C1=CC=C(C=C1)C1=NC(=NC(=C1C(C(=O)O)CCC)C)C1=CC=CC=C1 (2-(4-(4-isopropylphenyl)-6-methyl-2-phenylpyrimidin-5-yl)pentanoic acid). Starting materials: C(C)(C)C1=CC=C(C=C1)C1=NC(=NC(=C1C(C(=O)OC)CCC)C)C1=CC=CC=C1 (methyl 2-(4-(4-isopropylphenyl)-6-methyl-2-phenylpyrimidin-5-yl)pentanoate), [OH-].[Na+] (sodium hydroxide). Reaction SMILES: [CH:1]([C:4]1[CH:9]=[CH:8][C:7]([C:10]2[C:15]([CH:16]([CH2:21][CH2:22][CH3:23])[C:17]([O:19]C)=[O:18])=[C:14]([CH3:24])[N:13]=[C:12]([C:25]3[CH:30]=[CH:29][CH:28]=[CH:27][CH:26]=3)[N:11]=2)=[CH:6][CH:5]=1)([CH3:3])[CH3:2].[OH-].[Na+]>CO>[CH:1]([C:4]1[CH:5]=[CH:6][C:7]([C:10]2[C:15]([CH:16]([CH2:21][CH2:22][CH3:23])[C:17]([OH:19])=[O:18])=[C:14]([CH3:24])[N:13]=[C:12]([C:25]3[CH:26]=[CH:27][CH:28]=[CH:29][CH:30]=3)[N:11]=2)=[CH:8][CH:9]=1)([CH3:2])[CH3:3] |f:1.2|. Reactants: O=C1CCCCN1, CN1CCCC1=O, Fc1ccc(CBr)cc1Cl, [H-], [Na+]. The product is O=C1CCCCN1Cc1ccc(F)c(Cl)c1. Reaction SMILES: [C:1]1(=[O:7])[CH2:2][CH2:3][CH2:4][CH2:5][NH:6]1.[CH3:20][N:21]1[CH2:22][CH2:23][CH2:24][C:25]1=[O:26].[Cl:10][c:11]1[cH:12][c:13]([CH2:14][Br:15])[cH:16][cH:17][c:18]1[F:19].[H-:8].[Na+:9]>>[C:1]1(=[O:7])[CH2:2][CH2:3][CH2:4][CH2:5][N:6]1[CH2:14][c:13]1[cH:12][c:11]([Cl:10])[c:18]([F:19])[cH:17][cH:16]1. The reactants are C[Mg]I (methylmagnesium iodide), C([O-])(O)=O.[Na+] (Sodium bicarbonate), C(C)C1=CC=NC=C1C#N (4-ethylnicotinonitrile), Cl (hydrochloric acid). The solvent is C(C)(C)(C)OC (t-butylmethyl ether), C1(=CC=CC=C1)C (toluene). Conditions: time 12 hour. Yields the product C(C)C1=C(C=NC=C1)C(C)=O (1-(4-ethylpyridin-3-yl)ethanone). As a reaction SMILES: [CH2:1]([C:3]1[C:8](C#N)=[CH:7][N:6]=[CH:5][CH:4]=1)[CH3:2].[CH3:11][Mg]I.Cl.[C:15](=[O:18])(O)[O-].[Na+]>C1(C)C=CC=CC=1.C(OC)(C)(C)C>[CH2:1]([C:3]1[CH:8]=[CH:7][N:6]=[CH:5][C:4]=1[C:15](=[O:18])[CH3:11])[CH3:2] |f:3.4|. Procedure: Magnesium (7.90 g) was suspended in t-butylmethyl ether (300 ml) and iodine (20 mg) was added. Methyl iodide (20 ml) was added dropwise while maintaining the mixture at not higher than 25° C. The mixture was stirred at room temperature for 3 hrs. to give a solution of methylmagnesium iodide in t-butylmethyl ether. To a solution of 4-ethylnicotinonitrile (2.00 g) in toluene (30 ml), which was cooled to −10° C., was gradually added a solution (45 ml) of methylmagnesium iodide in t-butylmethyl ethe... Reactants: O=CO, [H][H], Cc1ncc(C#N)c(N)n1, O. Product: Cc1ncc(C=O)c(N)n1. As a reaction SMILES: [CH:11](=[O:12])[OH:13].[H:14][H:15].[NH2:1][c:2]1[n:3][c:4]([CH3:10])[n:5][cH:6][c:7]1[C:8]#[N:9].[OH2:16]>>[NH2:1][c:2]1[n:3][c:4]([CH3:10])[n:5][cH:6][c:7]1[CH:8]=[O:12].